From a dataset of the Open Reaction Database (ORD), a public repository of structured organic reaction records. describe an organic reaction: reactants, conditions, products, and yield Starting materials: O=C(Cl)c1ccc(Cl)c(Cl)c1, CN(Cc1ccccc1)C1(CN)CCCCC1, c1ccccc1. Yields the product CN(Cc1ccccc1)C1(CNC(=O)c2ccc(Cl)c(Cl)c2)CCCCC1. RXN SMILES: [Cl:1][c:2]1[cH:3][c:4]([C:5](=[O:6])[Cl:7])[cH:8][cH:9][c:10]1[Cl:11].[NH2:12][CH2:13][C:14]1([N:20]([CH2:21][c:22]2[cH:23][cH:24][cH:25][cH:26][cH:27]2)[CH3:28])[CH2:15][CH2:16][CH2:17][CH2:18][CH2:19]1.[cH:29]1[cH:30][cH:31][cH:32][cH:33][cH:34]1>>[Cl:1][c:2]1[cH:3][c:4]([C:5](=[O:6])[NH:12][CH2:13][C:14]2([N:20]([CH2:21][c:22]3[cH:23][cH:24][cH:25][cH:26][cH:27]3)[CH3:28])[CH2:15][CH2:16][CH2:17][CH2:18][CH2:19]2)[cH:8][cH:9][c:10]1[Cl:11]. Starting materials: ice water, OC1=C(C=CC2=CC=C(C=C12)OC)C(=O)OC (1-hydroxy-7-methoxy-2-naphthalenecarboxylic acid, methyl ester), C([O-])([O-])=O.[K+].[K+] (potassium carbonate), IC (iodomethane). Run in CN(C=O)C (N,N-dimethylformamide). Reaction conditions: time 24 hour. Product: COC1=C(C=CC2=CC=C(C=C12)OC)C(=O)O (1,7-Dimethoxy-2-naphthalenecarboxylic acid). Reaction SMILES: [OH:1][C:2]1[C:11]2[C:6](=[CH:7][CH:8]=[C:9]([O:12][CH3:13])[CH:10]=2)[CH:5]=[CH:4][C:3]=1[C:14]([O:16]C)=[O:15].[C:18](=O)([O-])[O-].[K+].[K+].IC>CN(C)C=O>[CH3:18][O:1][C:2]1[C:11]2[C:6](=[CH:7][CH:8]=[C:9]([O:12][CH3:13])[CH:10]=2)[CH:5]=[CH:4][C:3]=1[C:14]([OH:16])=[O:15] |f:1.2.3|. Procedure: A mixture of 3.7 g (0.016 mole) of 1-hydroxy-7-methoxy-2-naphthalenecarboxylic acid, methyl ester and 2.9 g (0.021 mole) of anhydrous potassium carbonate in 20 ml of N,N-dimethylformamide under a nitrogen atmosphere was treated with 3.0 ml (6.8 g; 0.048 mole) of iodomethane. The mixture was stirred at room temperature for 24 hours, and then added to 150 g of ice/water. The crude intermediate ester was separated by extracting with dichloromethane (3×50 ml). The combined organic layers were washed...